Dataset: the Open Reaction Database (ORD), a public repository of structured organic reaction records. Task: describe an organic reaction: reactants, conditions, products, and yield The reactants are BrC=1C=CC(=C(C1)NC1=C(C(=NC2=CC(=CC=C12)F)C1=C(C=CC=C1)F)C)N1CCOCC1 (N-(5-bromo-2-morpholinophenyl)-7-fluoro-2-(2-fluorophenyl)-3-methylquinolin-4-amine), N1CCOCC1 (morpholine), CC(C)C1=CC(=C(C(=C1)C(C)C)C2=C(C=CC=C2)P(C3CCCCC3)C4CCCCC4)C(C)C (X-Phos), CC(C)([O-])C.[Na+] (sodium tert-butoxide), C1(=CC=CC=C1)C (toluene). The reagents and catalysts are C=1C=CC(=CC1)/C=C/C(=O)/C=C/C2=CC=CC=C2.C=1C=CC(=CC1)/C=C/C(=O)/C=C/C2=CC=CC=C2.C=1C=CC(=CC1)/C=C/C(=O)/C=C/C2=CC=CC=C2.[Pd].[Pd] (tris(dibenzylideneacetone)dipalladium(0)). Product: N1(CCOCC1)C1=C(C=C(C=C1)N1CCOCC1)NC1=C(C(=NC2=CC(=CC=C12)F)C1=C(C=CC=C1)F)C (N-(2,5-Di-4-morpholinylphenyl)-7-fluoro-2-(2-fluorophenyl)-3-methyl-4-quinolinamine). Reaction SMILES: Br[C:2]1[CH:3]=[CH:4][C:5]([N:28]2[CH2:33][CH2:32][O:31][CH2:30][CH2:29]2)=[C:6]([NH:8][C:9]2[C:18]3[C:13](=[CH:14][C:15]([F:19])=[CH:16][CH:17]=3)[N:12]=[C:11]([C:20]3[CH:25]=[CH:24][CH:23]=[CH:22][C:21]=3[F:26])[C:10]=2[CH3:27])[CH:7]=1.[NH:34]1[CH2:39][CH2:38][O:37][CH2:36][CH2:35]1.CC(C1C=C(C(C)C)C(C2C=CC=CC=2P(C2CCCCC2)C2CCCCC2)=C(C(C)C)C=1)C.CC(C)([O-])C.[Na+].C1(C)C=CC=CC=1>C1C=CC(/C=C/C(/C=C/C2C=CC=CC=2)=O)=CC=1.C1C=CC(/C=C/C(/C=C/C2C=CC=CC=2)=O)=CC=1.C1C=CC(/C=C/C(/C=C/C2C=CC=CC=2)=O)=CC=1.[Pd].[Pd]>[N:28]1([C:5]2[CH:4]=[CH:3][C:2]([N:34]3[CH2:39][CH2:38][O:37][CH2:36][CH2:35]3)=[CH:7][C:6]=2[NH:8][C:9]2[C:18]3[C:13](=[CH:14][C:15]([F:19])=[CH:16][CH:17]=3)[N:12]=[C:11]([C:20]3[CH:25]=[CH:24][CH:23]=[CH:22][C:21]=3[F:26])[C:10]=2[CH3:27])[CH2:33][CH2:32][O:31][CH2:30][CH2:29]1 |f:3.4,6.7.8.9.10|. Reported procedure: A mixture of N-(5-bromo-2-morpholinophenyl)-7-fluoro-2-(2-fluorophenyl)-3-methylquinolin-4-amine (50 mg, 98 μmol), morpholine (0.017 mL, 196 μmol), tris(dibenzylideneacetone)dipalladium(0) (6.3 mg, 6.9 μmol), X-Phos (7.0 mg, 15 μmol) and sodium tert-butoxide (19 mg, 196 μmol) in toluene (4.00 mL, 37552 μmol) was degassed by evacuation-back fill 3× then heated to reflux in an oil bath for 90 min, after which time LC-MS indicated only desired product predominated. The reaction was equilibrated to ... Procedure details: Sodium borohydride (380 mg) was added to a solution of 3-[2-(4-formyl-2-allylphenyl)ethynyl]quinuclidine-3-ol (2.95 g) and methylamine hydrochloride (1.01 g) in ethanol (50 ml) whilst maintaining the temperature at 5° C. The resulting mixture was stirred at 25° C. for 12 hours, filtered and the filtrate evaporated to leave a residue which was suspended in 1M aqueous sodium hydroxide solution (30 ml) and extracted with ethyl acetate (3×50 ml). The ethyl acetate extracts were combined, washed with... As a reaction SMILES: [BH4-].[Na+].[CH:3]([C:5]1[CH:10]=[CH:9][C:8]([C:11]#[C:12][C:13]2([OH:21])[CH:18]3[CH2:19][CH2:20][N:15]([CH2:16][CH2:17]3)[CH2:14]2)=[C:7]([CH2:22][CH:23]=[CH2:24])[CH:6]=1)=O.Cl.[CH3:26][NH2:27]>C(O)C.[OH-].[Na+]>[CH3:26][NH:27][CH2:3][C:5]1[CH:10]=[CH:9][C:8]([C:11]#[C:12][C:13]2([OH:21])[CH:18]3[CH2:19][CH2:20][N:15]([CH2:16][CH2:17]3)[CH2:14]2)=[C:7]([CH2:22][CH:23]=[CH2:24])[CH:6]=1 |f:0.1,3.4,6.7|. Run in C(C)O (ethanol), [OH-].[Na+] (sodium hydroxide). Reactants: [BH4-].[Na+] (Sodium borohydride), C(=O)C1=CC(=C(C=C1)C#CC1(CN2CCC1CC2)O)CC=C (3-[2-(4-formyl-2-allylphenyl)ethynyl]quinuclidine-3-ol), Cl.CN (methylamine hydrochloride). Run at temperature 5 celsius, time 12 hour. Yields the product CNCC1=CC(=C(C=C1)C#CC1(CN2CCC1CC2)O)CC=C (3-[2-(4-methylaminomethyl-2-allylphenyl)ethynyl]quinuclidin-3-ol). Starting materials: CCOC(=O)c1csc(C2CCN(C(=O)Cc3cc(C)ccc3C)CC2)n1, CCOC(C)=O, C1CCOC1, Cl, [Na+], [OH-]. As a reaction SMILES: [CH2:1]([CH3:2])[O:3][C:4](=[O:5])[c:6]1[n:7][c:8]([CH:11]2[CH2:12][CH2:13][N:14]([C:17]([CH2:18][c:19]3[c:20]([CH3:26])[cH:21][cH:22][c:23]([CH3:25])[cH:24]3)=[O:27])[CH2:15][CH2:16]2)[s:9][cH:10]1.[CH2:31]([O:32][C:33](=[O:34])[CH3:35])[CH3:36].[CH2:37]1[O:38][CH2:39][CH2:40][CH2:41]1.[ClH:30].[Na+:29].[OH-:28]>>[O:3]=[C:4]([OH:5])[c:6]1[n:7][c:8]([CH:11]2[CH2:12][CH2:13][N:14]([C:17]([CH2:18][c:19]3[c:20]([CH3:26])[cH:21][cH:22][c:23]([CH3:25])[cH:24]3)=[O:27])[CH2:15][CH2:16]2)[s:9][cH:10]1. The product is Cc1ccc(C)c(CC(=O)N2CCC(c3nc(C(=O)O)cs3)CC2)c1. Reported procedure: A mixture of rac-6-chloro-3-(4-isopropyl-phenyl)-1,3-dihydro-indol-2-one (0.11 g, 0.38 mmol) (from Example 53b supra), 3-chlorobenzyl bromide (0.093 g, 0.454 mmol) (Aldrich), potassium iodide (0.0762 g, 0.44 mmol) and potassium carbonate (0.114 g, 0.82 mmol) in acetone (3 mL) was heated at 70° C. for 3 hours. After cooling, mixture was partitioned between ethyl acetate and water. The aqueous layer was extracted with ethyl acetate three times. The combined organic layer was washed with water and ... Run at temperature 70 celsius. As a reaction SMILES: [Cl:1][C:2]1[CH:10]=[C:9]2[C:5]([CH:6]([C:12]3[CH:17]=[CH:16][C:15]([CH:18]([CH3:20])[CH3:19])=[CH:14][CH:13]=3)[C:7](=[O:11])[NH:8]2)=[CH:4][CH:3]=1.[Cl:21][C:22]1[CH:23]=[C:24]([CH:27]=[CH:28][CH:29]=1)[CH2:25]Br.[I-].[K+].C(=O)([O-])[O-].[K+].[K+]>CC(C)=O>[Cl:1][C:2]1[CH:10]=[C:9]2[C:5]([C:6]([CH2:25][C:24]3[CH:27]=[CH:28][CH:29]=[C:22]([Cl:21])[CH:23]=3)([C:12]3[CH:17]=[CH:16][C:15]([CH:18]([CH3:20])[CH3:19])=[CH:14][CH:13]=3)[C:7](=[O:11])[NH:8]2)=[CH:4][CH:3]=1 |f:2.3,4.5.6|. Yields the product ClC1=CC=C2C(C(NC2=C1)=O)(C1=CC=C(C=C1)C(C)C)CC1=CC(=CC=C1)Cl (rac-6-chloro-3-(3-chloro-benzyl)-3-(4-isopropyl-phenyl)-1,3-dihydro-indol-2-one). The reactants are ClC1=CC=C2C(C(NC2=C1)=O)C1=CC=C(C=C1)C(C)C (rac-6-chloro-3-(4-isopropyl-phenyl)-1,3-dihydro-indol-2-one), ClC=1C=C(CBr)C=CC1 (3-chlorobenzyl bromide), [I-].[K+] (potassium iodide), C([O-])([O-])=O.[K+].[K+] (potassium carbonate). Run in CC(=O)C (acetone). The reactants are O=C([O-])[O-], Cc1nn(C)cc1B1OC(C)(C)C(C)(C)O1, Cc1c(B2OC(C)(C)C(C)(C)O2)cnn1C, Cc1nn(C)cc1-c1cc(Oc2cc(F)c(N)cc2F)ccn1, Nc1cc(F)c(Oc2ccnc(Cl)c2)cc1F, [K+], [K+], C1COCCO1, O. Product: Cc1c(-c2cc(Oc3cc(F)c(N)cc3F)ccn2)cnn1C. As a reaction SMILES: [C:50](=[O:51])([O-:52])[O-:53].[CH3:18][n:19]1[cH:20][c:21]([B:22]2[O:23][C:24]([CH3:25])([CH3:26])[C:27]([CH3:28])([CH3:29])[O:30]2)[c:31]([CH3:32])[n:33]1.[CH3:34][n:35]1[n:36][cH:37][c:38]([B:41]2[O:42][C:43]([CH3:44])([CH3:45])[C:46]([CH3:47])([CH3:48])[O:49]2)[c:39]1[CH3:40].[CH3:56][n:57]1[cH:58][c:59](-[c:60]2[cH:61][c:62]([O:63][c:64]3[c:65]([F:66])[cH:67][c:68]([NH2:69])[c:70]([F:71])[cH:72]3)[cH:73][cH:74][n:75]2)[c:76]([CH3:77])[n:78]1.[Cl:1][c:2]1[n:3][cH:4][cH:5][c:6]([O:8][c:9]2[cH:10][c:11]([F:17])[c:12]([NH2:13])[cH:14][c:15]2[F:16])[cH:7]1.[K+:54].[K+:55].[O:79]1[CH2:80][CH2:81][O:82][CH2:83][CH2:84]1.[OH2:85]>>[c:2]1(-[c:38]2[cH:37][n:36][n:35]([CH3:34])[c:39]2[CH3:40])[n:3][cH:4][cH:5][c:6]([O:8][c:9]2[cH:10][c:11]([F:17])[c:12]([NH2:13])[cH:14][c:15]2[F:16])[cH:7]1. Reactants: N[C@H](C(=O)OC)C(C)(C)C ((S)-methyl 2-amino-3,3-dimethylbutanoate), CCN(C(C)C)C(C)C (DIEA), C12(CC3CC(CC(C1)C3)C2)N=C=O (1-adamantyl isocyanate). Run in C(Cl)Cl (DCM). Run at time 8 hour. The product is COC([C@H](C(C)(C)C)NC(=O)NC12CC3CC(CC(C1)C3)C2)=O ((S)-2-(3-Adamantan-1-yl-ureido)-3,3-dimethyl-butyric acid methyl ester). Yield: 59.7%. Reaction SMILES: [NH2:1][C@@H:2]([C:7]([CH3:10])([CH3:9])[CH3:8])[C:3]([O:5][CH3:6])=[O:4].CCN(C(C)C)C(C)C.[C:20]12([N:30]=[C:31]=[O:32])[CH2:29][CH:24]3[CH2:25][CH:26]([CH2:28][CH:22]([CH2:23]3)[CH2:21]1)[CH2:27]2>C(Cl)Cl>[CH3:6][O:5][C:3](=[O:4])[C@@H:2]([NH:1][C:31]([NH:30][C:20]12[CH2:29][CH:24]3[CH2:23][CH:22]([CH2:28][CH:26]([CH2:25]3)[CH2:27]1)[CH2:21]2)=[O:32])[C:7]([CH3:10])([CH3:9])[CH3:8]. Procedure details: To a mixture of (S)-methyl 2-amino-3,3-dimethylbutanoate (200 mg, 1.377 mmol) and DIEA (0.481 mL, 2.75 mmol) in DCM (2 mL) solution was added 1-adamantyl isocyanate (334 mg, 1.515 mmol). The reaction mixture was stirred at rt overnight. The compound was purified by silica gel column chromatography (20% EtOAc/80% hexane) to give a white solid (265 mg, 59%) as product. The reactants are C(C)(C)(C)[Li] (t-butyl lithium), BrC=1C=C2C=CN(C2=CC1)[Si](C(C)C)(C(C)C)C(C)C (5-bromo-1-triisopropylsilanyl-1H-indole), C1(=CC=CC=C1)S(=O)(=O)F (phenylsulfonyl fluoride). Solvent: C1CCOC1 (THF), C1CCOC1 (THF). Product: C1(=CC=CC=C1)S(=O)(=O)C=1C=C2C=CNC2=CC1 (5-Benzenesulfonyl-1H-indole). As a reaction SMILES: Br[C:2]1[CH:3]=[C:4]2[C:8](=[CH:9][CH:10]=1)[N:7]([Si](C(C)C)(C(C)C)C(C)C)[CH:6]=[CH:5]2.C([Li])(C)(C)C.[C:26]1([S:32](F)(=[O:34])=[O:33])[CH:31]=[CH:30][CH:29]=[CH:28][CH:27]=1>C1COCC1>[C:26]1([S:32]([C:2]2[CH:3]=[C:4]3[C:8](=[CH:9][CH:10]=2)[NH:7][CH:6]=[CH:5]3)(=[O:34])=[O:33])[CH:31]=[CH:30][CH:29]=[CH:28][CH:27]=1. Procedure: Cool a solution of 5-bromo-1-triisopropylsilanyl-1H-indole (9 g, 25.5 mmol) in 550 mL anhydrous THF to −75° C. under argon and treat with 1.7 M t-butyl lithium (33 mL, 56.2 mmol) while keeping the temperature below −60° C. After the addition, recool the reaction mixture to about −73° C. before adding a solution of phenylsulfonyl fluoride (4.6 g, 28.7 mmol) in 30 mL THF. Stir the reaction at −78° C. for 1 hour then quench with saturated NaHCO3 followed by brine. Separate the layers and extract th...